Dataset: the Open Reaction Database (ORD), a public repository of structured organic reaction records. Task: describe an organic reaction: reactants, conditions, products, and yield Reactants: ClCCCCOC=1C=C(C=CC1)C(C)=O (1-[3-(4-chlorobutoxy)phenyl]ethanone), CC(C(=O)NC1=CC(=CC=C1)C1CCNCC1)C (2-methyl-N-[3-(4-piperidinyl)phenyl]propanamide). The product is C(C)(=O)C=1C=C(OCCCCN2CCC(CC2)C=2C=C(C=CC2)NC(C(C)C)=O)C=CC1 (N-(3-{1-[4-(3-ACETYLPHENOXY)BUTYL]-4-PIPERIDINYL}PHENYL)-2-METHYLPROPANAMIDE). As a reaction SMILES: Cl[CH2:2][CH2:3][CH2:4][CH2:5][O:6][C:7]1[CH:8]=[C:9]([C:13](=[O:15])[CH3:14])[CH:10]=[CH:11][CH:12]=1.[CH3:16][CH:17]([CH3:33])[C:18]([NH:20][C:21]1[CH:26]=[CH:25][CH:24]=[C:23]([CH:27]2[CH2:32][CH2:31][NH:30][CH2:29][CH2:28]2)[CH:22]=1)=[O:19]>>[C:13]([C:9]1[CH:8]=[C:7]([CH:12]=[CH:11][CH:10]=1)[O:6][CH2:5][CH2:4][CH2:3][CH2:2][N:30]1[CH2:31][CH2:32][CH:27]([C:23]2[CH:22]=[C:21]([NH:20][C:18](=[O:19])[CH:17]([CH3:16])[CH3:33])[CH:26]=[CH:25][CH:24]=2)[CH2:28][CH2:29]1)(=[O:15])[CH3:14]. Reported procedure: Prepared by Procedure G and Scheme B1 using 1-[3-(4-chlorobutoxy)phenyl]ethanone and 2-methyl-N-[3-(4-piperidinyl)phenyl]propanamide: ESMS m/e: 437.2 (M+H)+. Reactants: Tetrakis (triphenylphosphine)palladium (0), FC1=C(C(=CC=C1)F)C=1C=C2[C@H]3[C@@H](N4C2=C(C1)CNCC4)CCNC3 ((±)-cis-6-(2,6-difluorophenyl)-1,2,3,4,7b,8,9,10,11,11a-decahydro[1,4]diazepino[6,7,1-hi]pyrido[4,3-b]indole), ClC1=C(C=CC(=C1)Cl)B(O)O (2,4-dichlorophenylboronic acid), [OH-].[Ba+2].[OH-] (barium hydroxide). Run in COCCOC (DME), C(C)(=O)OCC (ethyl acetate), O (water). Conditions: temperature 90 celsius, time 1 hour. Product: ClC1=C(C=CC(=C1)Cl)C=1C=C2[C@H]3[C@@H](N4C2=C(C1)CNCC4)CCNC3 ((±)-cis-6-(2,4-dichlorophenyl)-1,2,3,4,7b,8,9,10,11,11a-decahydro[1,4]diazepino[6,7,1-hi]pyrido[4,3-b]indole). RXN SMILES: FC1C=CC=C(F)C=1[C:9]1[CH:10]=[C:11]2[C:15]3=[C:16]([CH2:18][NH:19][CH2:20][CH2:21][N:14]3[C@H:13]3[CH2:22][CH2:23][NH:24][CH2:25][C@@H:12]23)[CH:17]=1.[Cl:26][C:27]1[CH:32]=[C:31]([Cl:33])[CH:30]=[CH:29][C:28]=1B(O)O.[OH-].[Ba+2].[OH-]>COCCOC.C(OCC)(=O)C.O>[Cl:26][C:27]1[CH:32]=[C:31]([Cl:33])[CH:30]=[CH:29][C:28]=1[C:9]1[CH:10]=[C:11]2[C:15]3=[C:16]([CH2:18][NH:19][CH2:20][CH2:21][N:14]3[C@H:13]3[CH2:22][CH2:23][NH:24][CH2:25][C@@H:12]23)[CH:17]=1 |f:2.3.4|. Procedure details: tert-butyl (±)Cis-bromo-4-oxo-1,2,3,4,7b, 10,11,11 a-octahydro[1,4]diazepino[6,7,1-hi]pyrido[4,3-b]indol-9(8H)-carboxylate from EXAMPLE 70, Part E (150 mg, 0.356 mmol), 2,4-dichlorophenylboronic acid (82 mg, 0.430 mmol) and barium hydroxide (170 mg, 0.540 mmol) were dissolved in DME (7 mL) and water (4 mL), and degassed for 10 minutes under nitrogen. Tetrakis (triphenylphosphine)palladium (0) (10 mg, 0.007 mmol) was added and the reaction was heated to 90° C. for 13 h. The reaction was cooled to... The reactants are C(#N)C1=CC=CC2=C1CC(C1=C(S2)C=C(C=C1)F)=O (9-cyano-3-fluoro-10,11-dihydrodibenzo[b,f]thiepin-11-one), O.NN (hydrazine hydrate). The solvent is C(C)O (ethanol). Yields the product C(#N)C1=CC=CC2=C1CC(C1=C(S2)C=C(C=C1)F)=NN (9-cyano-3-fluoro-10,11-dihydrodibenzo[b,f]thiepin-11-one hydrazone). As a reaction SMILES: [C:1]([C:3]1[C:8]2[CH2:9][C:10](=O)[C:11]3[CH:17]=[CH:16][C:15]([F:18])=[CH:14][C:12]=3[S:13][C:7]=2[CH:6]=[CH:5][CH:4]=1)#[N:2].O.[NH2:21][NH2:22]>C(O)C>[C:1]([C:3]1[C:8]2[CH2:9][C:10](=[N:21][NH2:22])[C:11]3[CH:17]=[CH:16][C:15]([F:18])=[CH:14][C:12]=3[S:13][C:7]=2[CH:6]=[CH:5][CH:4]=1)#[N:2] |f:1.2|. Procedure details: The mixture of 1.0 g of 9-cyano-3-fluoro-10,11-dihydrodibenzo[b,f]thiepin-11-one, 1.1 g of 100% hydrazine hydrate and 16 ml of ethanol was heated under reflux for 4.5 hours. The reaction mixture was concentrated to about one-fifth. After cooling, crystals was collected by filtration, there was obtained 9-cyano-3-fluoro-10,11-dihydrodibenzo[b,f]thiepin-11-one hydrazone having a melting point of 178°-179° C. in quantitative yield.